Dataset: the Open Reaction Database (ORD), a public repository of structured organic reaction records. Task: describe an organic reaction: reactants, conditions, products, and yield Reactants: [Li]CCCC (n-BuLi), C=O (paraformaldehyde), C(C#CCCCCCCCCC)O (2-dodecyn-1-ol), C#CCCCCCCCCCCC (1-tridecyne). Run in CCOCC (ether). Product: C(C#CCCCCCCCCCCC)O (2-Tetradecyn-1-ol), white crystals. Reaction SMILES: [CH2:1]([OH:13])[C:2]#[C:3][CH2:4][CH2:5][CH2:6][CH2:7][CH2:8][CH2:9][CH2:10][CH2:11][CH3:12].[CH:14]#[C:15]CCCCCCCCCCC.[Li]CCCC.C=O>CCOCC>[CH2:1]([OH:13])[C:2]#[C:3][CH2:4][CH2:5][CH2:6][CH2:7][CH2:8][CH2:9][CH2:10][CH2:11][CH2:12][CH2:14][CH3:15]. Procedure details: 2-Tetradecyn-1-ol was prepared as described above for 2-dodecyn-1-ol except that 5.0 g (27 mmole) of 1-tridecyne in 200 ml of ether, 11.6 ml (29 mmole) of n-BuLi, and 874 mg (29 mmole) of paraformaldehyde was used. The reaction afforded a white solid after workup which was crystallized from petroleum ether to yield 4.78 g of white crystals, mp 44°-6° C. 1H NMR δ4.25 (m, 2), 2.20 (m, 2), 1.6-1.2 (m, 20), 0.88 (t, 3, J=7 Hz). The reactants are CCCCCCCNCC, CS(=O)(=O)Nc1ccc(C(=O)CCC(=O)O)cc1, C(=NC1CCCCC1)=NC1CCCCC1, CN(C)C=O, On1nnc2ccccc21. The product is CCCCCCCN(CC)C(=O)CCC(=O)c1ccc(NS(C)(=O)=O)cc1. Reaction SMILES: [CH2:44]([CH3:45])[NH:46][CH2:47][CH2:48][CH2:49][CH2:50][CH2:51][CH2:52][CH3:53].[CH3:1][S:2](=[O:3])(=[O:4])[NH:5][c:6]1[cH:7][cH:8][c:9]([C:12]([CH2:13][CH2:14][C:15](=[O:16])[OH:17])=[O:18])[cH:10][cH:11]1.[CH:29]1([N:30]=[C:31]=[N:32][CH:33]2[CH2:34][CH2:35][CH2:36][CH2:37][CH2:38]2)[CH2:39][CH2:40][CH2:41][CH2:42][CH2:43]1.[O:54]=[CH:55][N:56]([CH3:57])[CH3:58].[OH:19][n:20]1[c:21]2[cH:22][cH:23][cH:24][cH:25][c:26]2[n:27][n:28]1>>[CH3:1][S:2](=[O:3])(=[O:4])[NH:5][c:6]1[cH:7][cH:8][c:9]([C:12]([CH2:13][CH2:14][C:15](=[O:17])[N:46]([CH2:44][CH3:45])[CH2:47][CH2:48][CH2:49][CH2:50][CH2:51][CH2:52][CH3:53])=[O:18])[cH:10][cH:11]1. Starting materials: N-Aryl-benzenesulfonamides, NC1=C(C=C(C=C1)Cl)C(=O)C1=CC=NC=C1 ((2-Amino-5-chloro-phenyl)-pyridin-4-yl-methanone), C(C)(C)(C)C1=CC=C(C=C1)S(=O)(=O)Cl (4-tert-Butyl-benzenesulfonyl chloride). The product is C(C)(C)(C)C1=CC=C(C=C1)S(=O)(=O)NC1=C(C=C(C=C1)Cl)C(=O)C1=CC=NC=C1 (4-tert-Butyl-N-[4-chloro-2-(pyridine-4-carbonyl)-phenyl]-benzenesulfonamide). Reaction SMILES: [NH2:1][C:2]1[CH:7]=[CH:6][C:5]([Cl:8])=[CH:4][C:3]=1[C:9]([C:11]1[CH:16]=[CH:15][N:14]=[CH:13][CH:12]=1)=[O:10].[C:17]([C:21]1[CH:26]=[CH:25][C:24]([S:27](Cl)(=[O:29])=[O:28])=[CH:23][CH:22]=1)([CH3:20])([CH3:19])[CH3:18]>>[C:17]([C:21]1[CH:26]=[CH:25][C:24]([S:27]([NH:1][C:2]2[CH:7]=[CH:6][C:5]([Cl:8])=[CH:4][C:3]=2[C:9]([C:11]2[CH:16]=[CH:15][N:14]=[CH:13][CH:12]=2)=[O:10])(=[O:29])=[O:28])=[CH:23][CH:22]=1)([CH3:20])([CH3:18])[CH3:19]. Reported procedure: The title compound was prepared according to the general procedure for the synthesis of N-Aryl-benzenesulfonamides previously described using 116 mg of (2-Amino-5-chloro-phenyl)-pyridin-4-yl-methanone and 116 mg of 4-tert-Butyl-benzenesulfonyl chloride. 1H-NMR (400 MHz, CDCl3): δ 1.25 (s, 9H), 7.02 (d, 1H, J=8.4 Hz). 7.44 (m, 3H), 7.66 (d, 2H, J=8.4), 7.79 (d, 1H, J=2.4 Hz), 8.11 (d, 2H, J=6.4), 8.88 d, 2H, J=6.0 Hz), 10.51 (s, 1H). MS: m/z 429.9 (M++1). Starting materials: NC(C(O)C1=CC=C(C=C1)F)CC1=CC(=CC=C1)C(C)(F)F ((1RS,2SR)-2-amino-3-[3-(1,1-difluoroethyl)phenyl]-1-(4-fluorophenyl)-1-propanol), FC1=CC=C(C2=CC=CC=C12)C(=O)O (4-fluoronaphthalene-1-carboxylic acid), O.ON1N=NC2=C1C=CC=C2 (1-hydroxybenzotriazole monohydrate), Cl.C(C)N=C=NCCCN(C)C (1-ethyl-3-(3-dimethylaminopropyl)carbodiimide hydrochloride). Run in C(C)(=O)OCC (ethyl acetate), C(C)#N (acetonitrile). Reaction conditions: time 8 hour. Yields the product FC(C)(F)C=1C=C(CC(C(O)C2=CC=C(C=C2)F)NC(=O)C2=CC=C(C3=CC=CC=C23)F)C=CC1 (N-[(1RS,2SR)-1-[3-(1,1-difluoroethyl)benzyl]-2-(4-fluorophenyl)-2-hydroxyethyl]-4-fluoro-1-naphthamide). Isolated yield 76.1%. RXN SMILES: [NH2:1][CH:2]([CH2:12][C:13]1[CH:18]=[CH:17][CH:16]=[C:15]([C:19]([F:22])([F:21])[CH3:20])[CH:14]=1)[CH:3]([C:5]1[CH:10]=[CH:9][C:8]([F:11])=[CH:7][CH:6]=1)[OH:4].[F:23][C:24]1[C:33]2[C:28](=[CH:29][CH:30]=[CH:31][CH:32]=2)[C:27]([C:34](O)=[O:35])=[CH:26][CH:25]=1.O.ON1C2C=CC=CC=2N=N1.Cl.C(N=C=NCCCN(C)C)C>C(#N)C.C(OCC)(=O)C>[F:21][C:19]([C:15]1[CH:14]=[C:13]([CH:18]=[CH:17][CH:16]=1)[CH2:12][CH:2]([NH:1][C:34]([C:27]1[C:28]2[C:33](=[CH:32][CH:31]=[CH:30][CH:29]=2)[C:24]([F:23])=[CH:25][CH:26]=1)=[O:35])[CH:3]([C:5]1[CH:10]=[CH:9][C:8]([F:11])=[CH:7][CH:6]=1)[OH:4])([F:22])[CH3:20] |f:2.3,4.5|. Reported procedure: To a solution of (1RS,2SR)-2-amino-3-[3-(1,1-difluoroethyl)phenyl]-1-(4-fluorophenyl)-1-propanol (0.40 g, 1.42 mmol) in acetonitrile (10 ml) were added 4-fluoronaphthalene-1-carboxylic acid (0.283 g, 1.49 mmol) and 1-hydroxybenzotriazole monohydrate (0.22 g, 1.49 mmol), and 1-ethyl-3-(3-dimethylaminopropyl)carbodiimide hydrochloride (0.27 g, 1.49 mmol) was finally added. The mixture was stirred at room temperature overnight. The mixture was diluted with ethyl acetate, washed with saturated aqueo... The reactants are COc1cc2[nH]c(=O)c3c(c2cc1OC)CCNC3, CN(C)CCCl, CC#N. Yields the product COc1cc2[nH]c(=O)c3c(c2cc1OC)CCN(CCN(C)C)C3. Reaction SMILES: [CH3:1][O:2][c:3]1[c:4]([O:18][CH3:19])[cH:5][c:6]2[c:7]([nH:8][c:9](=[O:16])[c:10]3[c:15]2[CH2:14][CH2:13][NH:12][CH2:11]3)[cH:17]1.[CH3:20][N:21]([CH3:22])[CH2:23][CH2:24][Cl:25].[CH3:26][C:27]#[N:28]>>[CH3:1][O:2][c:3]1[c:4]([O:18][CH3:19])[cH:5][c:6]2[c:7]([nH:8][c:9](=[O:16])[c:10]3[c:15]2[CH2:14][CH2:13][N:12]([CH2:24][CH2:23][N:21]([CH3:20])[CH3:22])[CH2:11]3)[cH:17]1. The reactants are CI, CO, COc1ccc[nH]c1=O, [K+], [OH-]. Yields the product COc1cccn(C)c1=O. Reaction SMILES: [CH3:12][I:13].[CH3:14][OH:15].[CH3:1][O:2][c:3]1[c:4](=[O:9])[nH:5][cH:6][cH:7][cH:8]1.[K+:11].[OH-:10]>>[CH3:1][O:2][c:3]1[c:4](=[O:9])[n:5]([CH3:12])[cH:6][cH:7][cH:8]1. Product: C1(CC1)COC1=C(C=C(C=C1)OC)C=1C2=C(N=CN1)C(=C(N2)C)C(=O)N[C@H]2CN(CC2)C(CO)=O (4-[2-(cyclopropylmethoxy)-5-methoxyphenyl]-N-[(3R)-1-glycoloylpyrrolidin-3-yl]-6-methyl-5H-pyrrolo[3,2-d]pyrimidine-7-carboxamide). As a reaction SMILES: Cl.[CH:2]1([CH2:5][O:6][C:7]2[CH:12]=[CH:11][C:10]([O:13][CH3:14])=[CH:9][C:8]=2[C:15]2[C:16]3[NH:23][C:22]([CH3:24])=[C:21]([C:25]([NH:27][C@@H:28]4[CH2:32][CH2:31][NH:30][CH2:29]4)=[O:26])[C:17]=3[N:18]=[CH:19][N:20]=2)[CH2:4][CH2:3]1.C([O:36][CH2:37][C:38](Cl)=[O:39])(=O)C>>[CH:2]1([CH2:5][O:6][C:7]2[CH:12]=[CH:11][C:10]([O:13][CH3:14])=[CH:9][C:8]=2[C:15]2[C:16]3[NH:23][C:22]([CH3:24])=[C:21]([C:25]([NH:27][C@@H:28]4[CH2:32][CH2:31][N:30]([C:37](=[O:36])[CH2:38][OH:39])[CH2:29]4)=[O:26])[C:17]=3[N:18]=[CH:19][N:20]=2)[CH2:4][CH2:3]1 |f:0.1|. Starting materials: Cl.C1(CC1)COC1=C(C=C(C=C1)OC)C=1C2=C(N=CN1)C(=C(N2)C)C(=O)N[C@H]2CNCC2 (4-[2-(cyclopropylmethoxy)-5-methoxyphenyl]-6-methyl-N-[(3R)-pyrrolidin-3-yl]-5H-pyrrolo[3,2-d]pyrimidine-7-carboxamide hydrochloride), C(C)(=O)OCC(=O)Cl (2-chloro-2-oxoethyl acetate). Procedure details: Starting from 4-[2-(cyclopropylmethoxy)-5-methoxyphenyl]-6-methyl-N-[(3R)-pyrrolidin-3-yl]-5H-pyrrolo[3,2-d]pyrimidine-7-carboxamide hydrochloride (example D.f26) and commercially available 2-chloro-2-oxoethyl acetate the title compound is obtained as colorless solid. Starting materials: CCNc1ncccc1-c1cscc1Br, CCCC[N+](CCCC)(CCCC)CCCC, CN1CCCC1=O, CCOC(C)=O, CCCC[Sn](CCCC)(CCCC)c1ccc(Cl)nc1Cl, [F-], c1ccc([As](c2ccccc2)c2ccccc2)cc1. Yields the product CCNc1ncccc1-c1cscc1-c1ccc(Cl)nc1Cl. As a reaction SMILES: [Br:1][c:2]1[cH:3][s:4][cH:5][c:6]1-[c:7]1[c:8]([NH:13][CH2:14][CH3:15])[n:9][cH:10][cH:11][cH:12]1.[CH3:57][CH2:58][CH2:59][CH2:60][N+:61]([CH2:62][CH2:63][CH2:64][CH3:65])([CH2:66][CH2:67][CH2:68][CH3:69])[CH2:70][CH2:71][CH2:72][CH3:73].[CH3:74][N:75]1[CH2:76][CH2:77][CH2:78][C:79]1=[O:80].[CH3:81][CH2:82][O:83][C:84](=[O:85])[CH3:86].[Cl:16][c:17]1[n:18][c:19]([Cl:36])[cH:20][cH:21][c:22]1[Sn:23]([CH2:24][CH2:25][CH2:26][CH3:27])([CH2:28][CH2:29][CH2:30][CH3:31])[CH2:32][CH2:33][CH2:34][CH3:35].[F-:56].[cH:37]1[cH:38][cH:39][c:40]([As:41]([c:42]2[cH:43][cH:44][cH:45][cH:46][cH:47]2)[c:48]2[cH:49][cH:50][cH:51][cH:52][cH:53]2)[cH:54][cH:55]1>>[c:2]1(-[c:22]2[c:17]([Cl:16])[n:18][c:19]([Cl:36])[cH:20][cH:21]2)[cH:3][s:4][cH:5][c:6]1-[c:7]1[c:8]([NH:13][CH2:14][CH3:15])[n:9][cH:10][cH:11][cH:12]1.